From a dataset of the Open Reaction Database (ORD), a public repository of structured organic reaction records. describe an organic reaction: reactants, conditions, products, and yield Starting materials: C(C)OC(C1=CC=C(C=C1)C(C(CC)C1=CC=CC=C1)(O)C1=CC=C(C=C1)OC)OCC (1-[4-(diethoxymethyl)phenyl]-1-(4-methoxyphenyl)-2-phenylbutan-1-ol), Cl (HCl). Run in CCO (EtOH). Reaction conditions: temperature 80 celsius. Yields the product COC1=CC=C(C=C1)C(=C(CC)C1=CC=CC=C1)C1=CC=C(C=O)C=C1 (4-[1-(4-methoxyphenyl)-2-phenylbut-1-enyl]benzaldehyde). RXN SMILES: C([O:3][CH:4](OCC)[C:5]1[CH:10]=[CH:9][C:8]([C:11]([C:22]2[CH:27]=[CH:26][C:25]([O:28][CH3:29])=[CH:24][CH:23]=2)(O)[CH:12]([C:15]2[CH:20]=[CH:19][CH:18]=[CH:17][CH:16]=2)[CH2:13][CH3:14])=[CH:7][CH:6]=1)C.Cl>CCO>[CH3:29][O:28][C:25]1[CH:24]=[CH:23][C:22]([C:11]([C:8]2[CH:9]=[CH:10][C:5]([CH:4]=[O:3])=[CH:6][CH:7]=2)=[C:12]([C:15]2[CH:20]=[CH:19][CH:18]=[CH:17][CH:16]=2)[CH2:13][CH3:14])=[CH:27][CH:26]=1. Reported procedure: A solution of compound 3 (163.09 g, 375 mmol) in EtOH (750 mL) was charged with concentrated aqueous HCl (150 mL) and the resulting solution heated at 80° C. for 90 min. The solution was allowed to cool to RT and then was concentrated to the aqueous layer. H2O (500 mL) was added and the mixture extracted with CH2Cl2 (3×150 mL). The combined organic layers were dried (MgSO4) and concentrated to provide 4 (119.78 g, 93% over 2 steps) as a brown oil (3:1 mixture of Z:E isomers). The mixture was car... Reactants: CCN(C(C)C)C(C)C, ClCCl, CC(C)(C)OC(=O)N1CCNCC1, O=C(O)CCc1c[nH]c2c1C(=O)CCC2, On1nnc2ccccc21. Product: CC(C)(C)OC(=O)N1CCN(C(=O)CCc2c[nH]c3c2C(=O)CCC3)CC1. Reaction SMILES: [CH:26]([N:27]([CH2:28][CH3:29])[CH:30]([CH3:31])[CH3:32])([CH3:33])[CH3:34].[Cl:48][CH2:49][Cl:50].[N:35]1([C:41](=[O:42])[O:43][C:44]([CH3:45])([CH3:46])[CH3:47])[CH2:36][CH2:37][NH:38][CH2:39][CH2:40]1.[O:1]=[C:2]1[c:3]2[c:4]([CH2:11][CH2:12][C:13](=[O:14])[OH:15])[cH:5][nH:6][c:7]2[CH2:8][CH2:9][CH2:10]1.[OH:16][n:17]1[c:18]2[cH:19][cH:20][cH:21][cH:22][c:23]2[n:24][n:25]1>>[O:1]=[C:2]1[c:3]2[c:4]([CH2:11][CH2:12][C:13](=[O:15])[N:38]3[CH2:37][CH2:36][N:35]([C:41](=[O:42])[O:43][C:44]([CH3:45])([CH3:46])[CH3:47])[CH2:40][CH2:39]3)[cH:5][nH:6][c:7]2[CH2:8][CH2:9][CH2:10]1. Reactants: Cn1ncc2[nH]c(Cl)c(Cl)c2c1=O, O=C(c1ccc(CBr)cc1)c1ccc(C(F)(F)F)cc1, CN(C)C=O, O. The product is Cn1ncc2c(c(Cl)c(Cl)n2Cc2ccc(C(=O)c3ccc(C(F)(F)F)cc3)cc2)c1=O. RXN SMILES: [Cl:1][c:2]1[c:3]([Cl:13])[c:4]2[c:5]([cH:6][n:7][n:8]([CH3:11])[c:9]2=[O:10])[nH:12]1.[F:14][C:15]([c:16]1[cH:17][cH:18][c:19]([C:20](=[O:21])[c:22]2[cH:23][cH:24][c:25]([CH2:26][Br:27])[cH:28][cH:29]2)[cH:30][cH:31]1)([F:32])[F:33].[O:35]=[CH:36][N:37]([CH3:38])[CH3:39].[OH2:34]>>[Cl:1][c:2]1[c:3]([Cl:13])[c:4]2[c:5]([cH:6][n:7][n:8]([CH3:11])[c:9]2=[O:10])[n:12]1[CH2:26][c:25]1[cH:24][cH:23][c:22]([C:20]([c:19]2[cH:18][cH:17][c:16]([C:15]([F:14])([F:32])[F:33])[cH:31][cH:30]2)=[O:21])[cH:29][cH:28]1.